From a dataset of the Open Reaction Database (ORD), a public repository of structured organic reaction records. describe an organic reaction: reactants, conditions, products, and yield Starting materials: ( h ), C(C)OC(=O)[C@H](CCC1=CC=CC=C1)N[C@@H]1C(N([C@@H](CSC1)C(C)C)CC(=O)OC(C)(C)C)=O (t-butyl α-{6(R)-[1(S)-ethoxycarbonyl-3-phenylpropylamino]-3(R)-isopropyl-5-oxoperhydro-1,4-thiazepin-4-yl}acetate), CC(C)[C@H](CO)N (D-2-amino-3-methyl-1-butanol), C(C)OC(=O)[C@@H](CCC1=CC=CC=C1)N[C@@H]1C(N([C@@H](CSC1)C(C)C)CC(=O)OC(C)(C)C)=O (t-butyl α-{6(R)-[1(R)-ethoxycarbonyl-3-phenylpropylamino]-3(R)-isopropyl-5-oxoperhydro-1,4-thiazepin-4-yl}acetate). Product: C(C)OC(=O)C(CCC1=CC=CC=C1)N[C@@H]1C(N([C@@H](CSC1)C(C)C)CC(=O)OC(C)(C)C)=O (t-Butyl α-[6(R)-(1-ethoxycarbonyl-3-phenylpropylamino)-3(R)-isopropyl-5-oxoperhydro-1,4-thiazepin-4-yl]acetate). Reaction SMILES: CC([C@@H](N)CO)C.[CH2:8]([O:10][C:11]([C@H:13]([NH:22][C@H:23]1[CH2:29][S:28][CH2:27][C@@H:26]([CH:30]([CH3:32])[CH3:31])[N:25]([CH2:33][C:34]([O:36][C:37]([CH3:40])([CH3:39])[CH3:38])=[O:35])[C:24]1=[O:41])[CH2:14][CH2:15][C:16]1[CH:21]=[CH:20][CH:19]=[CH:18][CH:17]=1)=[O:12])[CH3:9].C(OC([C@@H](N[C@H]1CSC[C@@H](C(C)C)N(CC(OC(C)(C)C)=O)C1=O)CCC1C=CC=CC=1)=O)C>>[CH2:8]([O:10][C:11]([CH:13]([NH:22][C@H:23]1[CH2:29][S:28][CH2:27][C@@H:26]([CH:30]([CH3:31])[CH3:32])[N:25]([CH2:33][C:34]([O:36][C:37]([CH3:38])([CH3:39])[CH3:40])=[O:35])[C:24]1=[O:41])[CH2:14][CH2:15][C:16]1[CH:17]=[CH:18][CH:19]=[CH:20][CH:21]=1)=[O:12])[CH3:9]. Procedure: The procedure described in steps (a) to (h) of Example 1 was repeated, except that D-2-amino-3-methyl-1-butanol was used as the starting material. Two isomers (derived from the asymmetric carbon atom to which the phenethyl group is attached), that is t-butyl α-{6(R)-[1(R)-ethoxycarbonyl-3-phenylpropylamino]-3(R)-isopropyl-5-oxoperhydro-1,4-thiazepin-4-yl}acetate (isomer A) and t-butyl α-{6(R)-[1(S)-ethoxycarbonyl-3-phenylpropylamino]-3(R)-isopropyl-5-oxoperhydro-1,4-thiazepin-4-yl}acetate (isome...